The task is: describe an organic reaction: reactants, conditions, products, and yield. This data is from the Open Reaction Database (ORD), a public repository of structured organic reaction records. Reactants: CCOC(=O)CCCCc1c(CBr)nn2c(CC)ccc2c1-c1cncc(Br)c1, CN(C)C=O, N#C[K]. Product: CCOC(=O)CCCCc1c(CC#N)nn2c(CC)ccc2c1-c1cncc(Br)c1. RXN SMILES: [Br:1][CH2:2][c:3]1[c:4]([CH2:21][CH2:22][CH2:23][CH2:24][C:25](=[O:26])[O:27][CH2:28][CH3:29])[c:5](-[c:14]2[cH:15][n:16][cH:17][c:18]([Br:20])[cH:19]2)[c:6]2[n:7]([n:8]1)[c:9]([CH2:12][CH3:13])[cH:10][cH:11]2.[CH3:33][N:34]([CH3:35])[CH:36]=[O:37].[K:30][C:31]#[N:32]>>[CH2:2]([c:3]1[c:4]([CH2:21][CH2:22][CH2:23][CH2:24][C:25](=[O:26])[O:27][CH2:28][CH3:29])[c:5](-[c:14]2[cH:15][n:16][cH:17][c:18]([Br:20])[cH:19]2)[c:6]2[n:7]([n:8]1)[c:9]([CH2:12][CH3:13])[cH:10][cH:11]2)[C:31]#[N:32].